This data is from the Open Reaction Database (ORD), a public repository of structured organic reaction records. The task is: describe an organic reaction: reactants, conditions, products, and yield Reactants: C(C)OC(=O)C=1NC2=CC=C(C=C2C1Cl)Br (5-bromo-3-chloroindole-2-carboxylic acid ethyl ester), C1(CCCCC1)C1=CC=C(C=C1)B(O)O (4-cyclohexylphenylboronic acid). Yields the product ClC1=C(NC2=CC=C(C=C12)C1=CC=C(C=C1)C1CCCCC1)C(=O)O (3-Chloro-5-(4-cyclohexylphenyl)-1H-indole-2-carboxylic acid). Reaction SMILES: C([O:3][C:4]([C:6]1[NH:7][C:8]2[C:13]([C:14]=1[Cl:15])=[CH:12][C:11](Br)=[CH:10][CH:9]=2)=[O:5])C.[CH:17]1([C:23]2[CH:28]=[CH:27][C:26](B(O)O)=[CH:25][CH:24]=2)[CH2:22][CH2:21][CH2:20][CH2:19][CH2:18]1>>[Cl:15][C:14]1[C:13]2[C:8](=[CH:9][CH:10]=[C:11]([C:20]3[CH:19]=[CH:18][C:17]([CH:23]4[CH2:28][CH2:27][CH2:26][CH2:25][CH2:24]4)=[CH:22][CH:21]=3)[CH:12]=2)[NH:7][C:6]=1[C:4]([OH:3])=[O:5]. Procedure: The sub-title compound was prepared in accordance with Example 1(a) from 5-bromo-3-chloroindole-2-carboxylic acid ethyl ester (see Example 35, Method 1, step (a)) and 4-cyclohexylphenylboronic acid. Starting materials: C12CNCC(CC1)C2C=2C=C(C=CC2)O (3-(3-Aza-bicyclo[3.2.1]oct-8-yl)-phenol), Cl (HCl), C(=O)([O-])[O-].[Na+].[Na+] (Na2CO3), ClC(=O)OCC1=CC=CC=C1 (benzyl chloroformate). The solvent is [OH-].[Na+] (NaOH), C(Cl)Cl (CH2Cl2). Run at time 8 hour. Product: C(C1=CC=CC=C1)OC(=O)N1CC2CCC(C1)C2C2=CC(=CC=C2)O (8-(3-Hydroxy-phenyl)-3-aza-bicyclo[3.2.1]octane-3-carboxylic acid benzyl ester). Yield: 65.0%. Reaction SMILES: [CH:1]12[CH:8]([C:9]3[CH:10]=[C:11]([OH:15])[CH:12]=[CH:13][CH:14]=3)[CH:5]([CH2:6][CH2:7]1)[CH2:4][NH:3][CH2:2]2.Cl.C([O-])([O-])=O.[Na+].[Na+].Cl[C:24]([O:26][CH2:27][C:28]1[CH:33]=[CH:32][CH:31]=[CH:30][CH:29]=1)=[O:25]>[OH-].[Na+].C(Cl)Cl>[CH2:27]([O:26][C:24]([N:3]1[CH2:4][CH:5]2[CH:8]([C:9]3[CH:14]=[CH:13][CH:12]=[C:11]([OH:15])[CH:10]=3)[CH:1]([CH2:7][CH2:6]2)[CH2:2]1)=[O:25])[C:28]1[CH:33]=[CH:32][CH:31]=[CH:30][CH:29]=1 |f:2.3.4,6.7|. Procedure: 3-(3-Aza-bicyclo[3.2.1]oct-8-yl)-phenol as HCl salt (547 mg, 1.93 mmol) was stirred vigorously in 1N NaOH (10 mL), saturated aqueous Na2CO3 solution (20 mL) and CH2Cl2 (30 mL) then charged with benzyl chloroformate (5 mL, 35.0 mmol) slowly via syringe. After stirring overnight, the layers were separated and the product was extracted with CH2Cl2 (1×10 mL), washed with saturated aqueous NaHCO3 solution, dried through a cotton plug and concentrated to a brown liquid. Flash chromatography provided t... Starting materials: N(CCO)CCO (diethanolamine), COC=1C=C(C=C(C1)OC)CCCCC1=C(OCC2OC2)C=CC=C1 (2-{2-[4-(3,5-dimethoxyphenyl)butyl]phenoxymethyl}oxirane). The solvent is O1CCCC1 (tetrahydrofuran). Reaction conditions: temperature 50 celsius, time 24 hour. The product is OCCN(CCO)CC(COC1=C(C=CC=C1)CCCCC1=CC(=CC(=C1)OC)OC)O (3-[N,N-Bis(2-hydroxyethyl)amino]-1-{2-[4-(3,5-dimethoxyphenyl) butyl]phenoxy}-2-propanol). Isolated yield 73.8%. As a reaction SMILES: [NH:1]([CH2:5][CH2:6][OH:7])[CH2:2][CH2:3][OH:4].[CH3:8][O:9][C:10]1[CH:11]=[C:12]([CH2:18][CH2:19][CH2:20][CH2:21][C:22]2[CH:32]=[CH:31][CH:30]=[CH:29][C:23]=2[O:24][CH2:25][CH:26]2[CH2:28][O:27]2)[CH:13]=[C:14]([O:16][CH3:17])[CH:15]=1>O1CCCC1>[OH:4][CH2:3][CH2:2][N:1]([CH2:28][CH:26]([OH:27])[CH2:25][O:24][C:23]1[CH:29]=[CH:30][CH:31]=[CH:32][C:22]=1[CH2:21][CH2:20][CH2:19][CH2:18][C:12]1[CH:13]=[C:14]([O:16][CH3:17])[CH:15]=[C:10]([O:9][CH3:8])[CH:11]=1)[CH2:5][CH2:6][OH:7]. Reported procedure: 530 mg of diethanolamine were added to a solution of 345 mg of 2-{2-[4-(3,5-dimethoxyphenyl)butyl]phenoxymethyl}oxirane [prepared as described in Example 11(a)] in 10 ml of tetrahydrofuran, and the resulting mixture was stirred at 50° C. for 24 hours. At the end of this time, the solvent was removed by distillation under reduced pressure, and the resulting residue was purified by column chromatography through silica gel, using a 7:1 by volume mixture of methylene chloride and methanol as the elu... Reactants: C(CC(O)(C(=O)O)CC(=O)O)(=O)O (citric acid), CC(C)C[AlH]CC(C)C (DIBAL), N1=C(N=CC=C1)C1=CC=C(C=C1)/C=C/C=O ((2E)-3-[4-(2-pyrimidinyl)phenyl]-2-propenal), CO (methanol). Solvent: ClCCl (dichloromethane), ClCCl (dichloromethane). Run at temperature -78 celsius, time 30 minute. Product: N1=C(N=CC=C1)C1=CC=C(C=C1)C=CCO (3-(4-pyrimidin-2-yl-phenyl)prop-2-en-1-ol). The yield is 82.4%. RXN SMILES: CC(C[AlH]CC(C)C)C.[N:10]1[CH:15]=[CH:14][CH:13]=[N:12][C:11]=1[C:16]1[CH:21]=[CH:20][C:19](/[CH:22]=[CH:23]/[CH:24]=[O:25])=[CH:18][CH:17]=1.CO.C(O)(=O)CC(CC(O)=O)(C(O)=O)O>ClCCl>[N:10]1[CH:15]=[CH:14][CH:13]=[N:12][C:11]=1[C:16]1[CH:21]=[CH:20][C:19]([CH:22]=[CH:23][CH2:24][OH:25])=[CH:18][CH:17]=1. Reported procedure: DIBAL (1.0 M in THF, 18.0 mL) was added over 10 min to a −78° C. suspension of (2E)-3-[4-(2-pyrimidinyl)phenyl]-2-propenal (2.50 g, 11.89 mmol, prepared as described in Reference Example 2) in dichloromethane (100 mL). The resulting suspension was stirred for 30 min at −78° C., methanol (2 mL) was added cautiously, and stirring was continued for 5 min at −78° C. The mixture was poured into a mixture of 10% aq. citric acid (300 mL) and dichloromethane (200 mL) and allowed to stir for 1 h. The org... Starting materials: NCCC1=CC=C(C=C1)NC(CC=1N=C(SC1)NCC1=CC=CC=C1)=O (N-[4-(2-aminoethyl)phenyl]-2-(2-benzylaminothiazol-4-yl)acetamide), O(C1=CC=CC=C1)C[C@H]1OC1 ((S)-2-[(phenoxy)methyl]oxirane). Solvent: CC(C)O (2-propanol). The product is C(C1=CC=CC=C1)NC=1SC=C(N1)CC(=O)NC1=CC=C(C=C1)CCNC[C@@H](COC1=CC=CC=C1)O ((S)-2-(2-benzylamino-4-thiazolyl)-4′-[2-[(2-hydroxy-3-phenoxypropyl)amino]ethyl]acetanilide). The yield is 26.5%. As a reaction SMILES: [NH2:1][CH2:2][CH2:3][C:4]1[CH:9]=[CH:8][C:7]([NH:10][C:11](=[O:26])[CH2:12][C:13]2[N:14]=[C:15]([NH:18][CH2:19][C:20]3[CH:25]=[CH:24][CH:23]=[CH:22][CH:21]=3)[S:16][CH:17]=2)=[CH:6][CH:5]=1.[O:27]([CH2:34][C@@H:35]1[CH2:37][O:36]1)[C:28]1[CH:33]=[CH:32][CH:31]=[CH:30][CH:29]=1>CC(O)C>[CH2:19]([NH:18][C:15]1[S:16][CH:17]=[C:13]([CH2:12][C:11]([NH:10][C:7]2[CH:8]=[CH:9][C:4]([CH2:3][CH2:2][NH:1][CH2:37][C@H:35]([OH:36])[CH2:34][O:27][C:28]3[CH:33]=[CH:32][CH:31]=[CH:30][CH:29]=3)=[CH:5][CH:6]=2)=[O:26])[N:14]=1)[C:20]1[CH:25]=[CH:24][CH:23]=[CH:22][CH:21]=1. Procedure: A solution of 670 mg of N-[4-(2-aminoethyl)phenyl]-2-(2-benzylaminothiazol-4-yl)acetamide and 300 mg of (S)-2-[(phenoxy)methyl]oxirane in 20 ml of 2-propanol was heated under refluxing for three hours. The solvent was evaporated off in vacuo and the residue was purified by means of silica gel column chromatography (eluate: chloroform/methanol=10/1). The resulting solid was recrystallized from methanol to obtain 250 mg of (S)-2-(2-benzylamino-4-thiazolyl)-4′-[2-[(2-hydroxy-3-phenoxypropyl)amino]e... The reactants are CC(=O)O, CO, Cc1nc(Cl)c([N+](=O)[O-])c(Cl)n1, [Fe]. Product: Cc1nc(Cl)c(N)c(Cl)n1. RXN SMILES: [CH3:13][C:14](=[O:15])[OH:16].[CH3:17][OH:18].[Cl:1][c:2]1[n:3][c:4]([CH3:12])[n:5][c:6]([Cl:11])[c:7]1[N+:8]([O-:9])=[O:10].[Fe:19]>>[Cl:1][c:2]1[n:3][c:4]([CH3:12])[n:5][c:6]([Cl:11])[c:7]1[NH2:8]. Reactants: [Li]CCCC, CSSC, O=C(O)c1ccc(F)c(F)c1, C1CCOC1. Product: CSc1c(C(=O)O)ccc(F)c1F. Reaction SMILES: [CH2:1]([Li:2])[CH2:3][CH2:4][CH3:5].[CH3:17][S:18][S:19][CH3:20].[F:6][c:7]1[cH:8][c:9]([C:10](=[O:11])[OH:12])[cH:13][cH:14][c:15]1[F:16].[O:21]1[CH2:22][CH2:23][CH2:24][CH2:25]1>>[F:6][c:7]1[c:8]([S:18][CH3:17])[c:9]([C:10](=[O:11])[OH:12])[cH:13][cH:14][c:15]1[F:16]. Starting materials: NC1=C(C(N(C=C1)CC1=CC=CC=C1)=O)[N+](=O)[O-] (4-amino-1-benzyl-3-nitro-1H-pyridin-2-one). Reagents/catalysts: [Pd] (Pd/C). Run in CCO.C1CCOC1 (EtOH THF). Reaction conditions: time 1 hour. Yields the product NC=1C(N(C=CC1N)CC1=CC=CC=C1)=O (3,4-diamino-1-benzyl-1H-pyridin-2-one). Isolated yield 93.1%. As a reaction SMILES: [NH2:1][C:2]1[CH:7]=[CH:6][N:5]([CH2:8][C:9]2[CH:14]=[CH:13][CH:12]=[CH:11][CH:10]=2)[C:4](=[O:15])[C:3]=1[N+:16]([O-])=O>[Pd].CCO.C1COCC1>[NH2:16][C:3]1[C:4](=[O:15])[N:5]([CH2:8][C:9]2[CH:10]=[CH:11][CH:12]=[CH:13][CH:14]=2)[CH:6]=[CH:7][C:2]=1[NH2:1] |f:2.3|. Procedure details: A solution of 4-amino-1-benzyl-3-nitro-1H-pyridin-2-one (1.10 g, 4.49 mmol) in 1:3 EtOH/THF (20 mL) was hydrogenated over 10% Pd/C (0.48 g, 0.45 mmol) at room temperature. After 1 h, the catalyst was removed by filtration, rinsing with MeOH. The filtrate was concentrated to provide 3,4-diamino-1-benzyl-1H-pyridin-2-one (0.90 g, 93% yield). 1H-NMR (DMSO): δ 7.32 (m, 2H), 7.23 (m, 3H), 6.98 (d, 1H, J=7.6 Hz), 5.80 (d, 1H, J=7.2 Hz), 5.22 (m, 2H), 5.0 (s, 2H), 4.11 (m, 2H). MS: calculated for C12H1... Starting materials: COC(=O)CN(C)C(=O)c1noc(C(CCCC2CCCCC2)CC(=O)OC(C)(C)C)n1, ClCCl, O=C(O)C(F)(F)F. The product is COC(=O)CN(C)C(=O)c1noc(C(CCCC2CCCCC2)CC(=O)O)n1. Reaction SMILES: [CH:1]1([CH2:7][CH2:8][CH2:9][CH:10]([CH2:11][C:12](=[O:13])[O:14][C:15]([CH3:16])([CH3:17])[CH3:18])[c:19]2[n:20][c:21]([C:24](=[O:25])[N:26]([CH3:27])[CH2:28][C:29](=[O:30])[O:31][CH3:32])[n:22][o:23]2)[CH2:2][CH2:3][CH2:4][CH2:5][CH2:6]1.[Cl:40][CH2:41][Cl:42].[OH:33][C:34]([C:35]([F:36])([F:37])[F:38])=[O:39]>>[CH:1]1([CH2:7][CH2:8][CH2:9][CH:10]([CH2:11][C:12](=[O:13])[OH:14])[c:19]2[n:20][c:21]([C:24](=[O:25])[N:26]([CH3:27])[CH2:28][C:29](=[O:30])[O:31][CH3:32])[n:22][o:23]2)[CH2:2][CH2:3][CH2:4][CH2:5][CH2:6]1.